This data is from the Open Reaction Database (ORD), a public repository of structured organic reaction records. The task is: describe an organic reaction: reactants, conditions, products, and yield Yield: 178.7%. Procedure: A suspension of 2,7-bis(diethylphosphonatomethyl)-9,9-dipropylfluorene (4) (2.70 g, 5 mmol), 3,4-methylenedioxybenzaldehyde (7) (1.60 g, 11 mmol) and potassium hydroxide (0.85 g, 15 mmol) in THF (30 mL) and DMSO (1 mL) was heated at 70° C. for 7 hours. The suspension was diluted with Ethanol (50 mL) and the solvent removed under vacuum. The product was purified by refluxing in Methanol followed by filtration. After drying, (II-5) was obtained as a pale yellow powder (1.95 g, 72%). The UV/VIS spe... RXN SMILES: C([C:3]([CH2:36][CH3:37])(P([O-])([O-])=O)[C:4]1C=[CH:15][C:14]2[C:13]3[C:8](=[CH:9]C(C(CC)(CC)P([O-])([O-])=O)=[CH:11][CH:12]=3)[C:7]([CH2:29][CH2:30][CH3:31])(CCC)[C:6]=2[CH:5]=1)C.C1OC2C=CC(C=O)=CC=2O1.[OH-].[K+]>C1COCC1.CS(C)=O.C(O)C>[CH:36]([C:3]1[CH:4]=[CH:5][C:6]2[C:7]3[C:29](=[CH:30][CH:31]=[CH:9][CH:8]=3)[CH2:15][C:14]=2[C:13]=1[CH:12]=[CH2:11])=[CH2:37] |f:2.3|. Yields the product C(=C)C1=C(C=2CC3=CC=CC=C3C2C=C1)C=C (divinylfluorene). Run in C1CCOC1 (THF), CS(=O)C (DMSO), C(C)O (Ethanol). Run at temperature 70 celsius. Reactants: C(C)C(C1=CC=2C(C3=CC(=CC=C3C2C=C1)C(P(=O)([O-])[O-])(CC)CC)(CCC)CCC)(P(=O)([O-])[O-])CC (2,7-Bis(diethylphosphonatomethyl)-9,9-dipropylfluorene), C1OC=2C=C(C=O)C=CC2O1 (3,4-methylenedioxybenzaldehyde), [OH-].[K+] (potassium hydroxide). Run at temperature 80 celsius, time 1 hour. Yields the product ClC1=CC(=CN(C1=O)C)N1C(C=2N(C(=C(C2C1=O)C(=O)O)C=1C(=NC(=NC1)OC)OC)C(C)C)C1=CC=C(C=C1)Cl (5-(5-Chloro-1-methyl-6-oxo-1,6-dihydro-pyridin-3-yl)-6-(4-chloro-phenyl)-2-(2,4-dimethoxy-pyrimidin-5-yl)-1-isopropyl-4-oxo-1,4,5,6-tetrahydro-pyrrolo[3,4-b]pyrrole-3-carboxylic acid). As a reaction SMILES: [OH-].[Na+].C([O:5][C:6]([C:8]1[C:9]2[C:28](=[O:29])[N:27]([C:30]3[CH:35]=[C:34]([Cl:36])[C:33](=[O:37])[N:32]([CH3:38])[CH:31]=3)[CH:26]([C:39]3[CH:44]=[CH:43][C:42]([Cl:45])=[CH:41][CH:40]=3)[C:10]=2[N:11]([CH:23]([CH3:25])[CH3:24])[C:12]=1[C:13]1[C:14]([O:21][CH3:22])=[N:15][C:16]([O:19][CH3:20])=[N:17][CH:18]=1)=[O:7])C>C1COCC1.CO>[Cl:36][C:34]1[C:33](=[O:37])[N:32]([CH3:38])[CH:31]=[C:30]([N:27]2[C:28](=[O:29])[C:9]3[C:8]([C:6]([OH:7])=[O:5])=[C:12]([C:13]4[C:14]([O:21][CH3:22])=[N:15][C:16]([O:19][CH3:20])=[N:17][CH:18]=4)[N:11]([CH:23]([CH3:25])[CH3:24])[C:10]=3[CH:26]2[C:39]2[CH:40]=[CH:41][C:42]([Cl:45])=[CH:43][CH:44]=2)[CH:35]=1 |f:0.1,3.4|. Solvent: C1CCOC1.CO (THF MeOH). Procedure details: 2N Aqueous NaOH (0.208 mmol) was added to a solution of 5-(5-chloro-1-methyl-6-oxo-1,6-dihydro-pyridin-3-yl)-6-(4-chloro-phenyl)-2-(2,4-dimethoxy-pyrimidin-5-yl)-1-isopropyl-4-oxo-1,4,5,6-tetrahydro-pyrrolo[3,4-b]pyrrole-3-carboxylic acid ethyl ester (Example 220) (0.104 mmol) in 1:1 THF/MeOH (2 mL) and the mixture was stirred at 80° C. for 1 h. After evaporation of MeOH, the pH was adjusted to 5 with addition of 10% w/w aqueous citric acid and extracted with EtOAc (3×). The combined organic pha... The reactants are [OH-].[Na+] (NaOH), C(C)OC(=O)C=1C2=C(N(C1C=1C(=NC(=NC1)OC)OC)C(C)C)C(N(C2=O)C2=CN(C(C(=C2)Cl)=O)C)C2=CC=C(C=C2)Cl (5-(5-chloro-1-methyl-6-oxo-1,6-dihydro-pyridin-3-yl)-6-(4-chloro-phenyl)-2-(2,4-dimethoxy-pyrimidin-5-yl)-1-isopropyl-4-oxo-1,4,5,6-tetrahydro-pyrrolo[3,4-b]pyrrole-3-carboxylic acid ethyl ester). Starting materials: C1(=CC=CC=C1)C1=NC=C2N1C=C(C1=CC=CC=C21)C(=O)OC (Methyl 3-Phenylimidazo[5,1-a]isoquinolin-6-carboxylate), [OH-].[Na+] (NaOH). The solvent is CO (methanol), O (water). Product: C1(=CC=CC=C1)C1=NC=C2N1C=C(C1=CC=CC=C21)C(=O)O (3-Phenylimidazo[5,1-a]isoquinolin-6-carboxylic Acid). Isolated yield 96.7%. As a reaction SMILES: [C:1]1([C:7]2[N:11]3[CH:12]=[C:13]([C:20]([O:22]C)=[O:21])[C:14]4[C:19]([C:10]3=[CH:9][N:8]=2)=[CH:18][CH:17]=[CH:16][CH:15]=4)[CH:6]=[CH:5][CH:4]=[CH:3][CH:2]=1.[OH-].[Na+]>CO.O>[C:1]1([C:7]2[N:11]3[CH:12]=[C:13]([C:20]([OH:22])=[O:21])[C:14]4[C:19]([C:10]3=[CH:9][N:8]=2)=[CH:18][CH:17]=[CH:16][CH:15]=4)[CH:2]=[CH:3][CH:4]=[CH:5][CH:6]=1 |f:1.2|. Reported procedure: A slurry of the product from part 8 (488 mg) and NaOH (226 mg) in 15 ml of methanol and 10 ml of water is stirred at 60° C. until a solution forms. The methanol is then evaporated in vacuo, and the remaining mixture is diluted with water. After adjusting the pH to 5-6 with 1N HCl, the solid is collected by filtration, washed with water and dried to give the title compound (450 mg) as a yellow solid, m.p. 187-90° C. Reactants: O=C([O-])[O-], CO, ClCc1ccccc1, [K+], [K+], COC(=O)Cc1ccccc1O. The product is COC(=O)Cc1ccccc1OCc1ccccc1. RXN SMILES: [C:21](=[O:22])([O-:23])[O-:24].[CH3:27][OH:28].[Cl:13][CH2:14][c:15]1[cH:16][cH:17][cH:18][cH:19][cH:20]1.[K+:25].[K+:26].[OH:1][c:2]1[c:3]([CH2:8][C:9](=[O:10])[O:11][CH3:12])[cH:4][cH:5][cH:6][cH:7]1>>[O:1]([c:2]1[c:3]([CH2:8][C:9](=[O:10])[O:11][CH3:12])[cH:4][cH:5][cH:6][cH:7]1)[CH2:14][c:15]1[cH:16][cH:17][cH:18][cH:19][cH:20]1. Procedure details: A solution of 0.5 g of 4-aminoandrosta-4,6-dien-3,17-dione in 20 ml of ethanol is treated with 16.7 ml of 0.1N HCl aqueous solution. The yellow solution is then treated with 0.02 g of carbon, filtered and the alcohol is distilled at reduced pressure. The resulting aqueous solution is lyophilized to give 0.54 g of dry title compound as slight yellow powder. Reactants: NC1=C2C=C[C@H]3[C@@H]4CCC([C@@]4(C)CC[C@@H]3[C@]2(CCC1=O)C)=O (4-aminoandrosta-4,6-dien-3,17-dione), Cl (HCl). RXN SMILES: [NH2:1][C:2]1[C:19](=[O:20])[CH2:18][CH2:17][C@@:16]2([CH3:21])[C:3]=1[CH:4]=[CH:5][C@@H:6]1[C@@H:15]2[CH2:14][CH2:13][C@@:11]2([CH3:12])[C@H:7]1[CH2:8][CH2:9][C:10]2=[O:22].[ClH:23]>C(O)C>[ClH:23].[NH2:1][C:2]1[C:19](=[O:20])[CH2:18][CH2:17][C@@:16]2([CH3:21])[C:3]=1[CH:4]=[CH:5][C@@H:6]1[C@@H:15]2[CH2:14][CH2:13][C@@:11]2([CH3:12])[C@H:7]1[CH2:8][CH2:9][C:10]2=[O:22] |f:3.4|. Run in C(C)O (ethanol). The product is Cl.NC1=C2C=C[C@H]3[C@@H]4CCC([C@@]4(C)CC[C@@H]3[C@]2(CCC1=O)C)=O (4-aminoandrosta-4,6-dien-3,17-dione hydrochloride). Reactants: BrC1=CC=C(C=C1)C(C=CN(C)C)=O (1-(4-bromophenyl)-3-dimethylamino-2-propen-1-one), C(#N)[BH3-].[Na+] (sodium cyanoborohydride), [OH-].[Na+] (sodium hydroxide), Cl (hydrochloric acid), P(=O)(Cl)(Cl)Cl (phosphorus oxychloride), C1(=CC=CC=C1)S (thiophenol). Solvent: CCOCC (ether), C(C)(C)O (isopropanol), C(Cl)(Cl)Cl (chloroform). Yields the product BrC1=CC=C(C=C1)C(=CCN(C)C)SC1=CC=CC=C1 (3-(4-bromophenyl)-1-dimethylamino-3-phenylthio-2-propene). As a reaction SMILES: [Br:1][C:2]1[CH:7]=[CH:6][C:5]([C:8](=O)[CH:9]=[CH:10][N:11]([CH3:13])[CH3:12])=[CH:4][CH:3]=1.P(Cl)(Cl)(Cl)=O.[C:20]1([SH:26])[CH:25]=[CH:24][CH:23]=[CH:22][CH:21]=1.C([BH3-])#N.[Na+].[OH-].[Na+].Cl>C(Cl)(Cl)Cl.C(O)(C)C.CCOCC>[Br:1][C:2]1[CH:7]=[CH:6][C:5]([C:8]([S:26][C:20]2[CH:25]=[CH:24][CH:23]=[CH:22][CH:21]=2)=[CH:9][CH2:10][N:11]([CH3:13])[CH3:12])=[CH:4][CH:3]=1 |f:3.4,5.6|. Procedure: By using a method similar to that described in Example 35, but starting from 1-(4-bromophenyl)-3-dimethylamino-2-propen-1-one (10 g), phosphorus oxychloride (3.64 g), thiophenol (4.2 cc) and sodium cyanoborohydride (1.47 g), a residue is obtained which is taken up in chloroform. The solution is adjusted to pH 10 by adding a concentrated aqueous solution of sodium hydroxide. The organic phase is separated and then the aqueous phase is extracted with methylene chloride. The organic phases are coll... The yield is 36.3%. Product: CC1=CC(=NC=C1)NC1=CC=CC(=N1)C1=CC=C(S1)C(C)=O (1-{5-[6-(4-methylpyridin-2-ylamino)pyridin-2-yl]thiophen-2-yl}ethanone). Starting materials: BrC1=CC=CC(=N1)NC1=NC=CC(=C1)C ((6-bromopyridin-2-yl)-(4-methylpyridin-2-yl)amine), C(C)(=O)C1=CC=C(S1)B(O)O (5-acetylthiophene-2-boronic acid), tetrakis triphenylphosphine palladium, C(O)([O-])=O.[Na+] (sodium hydrogen carbonate), O (Water). Conditions: temperature 130 celsius, time 12 hour. The solvent is C(OC)COC.O (dimethoxyethane water). Reported procedure: A suspension of (6-bromopyridin-2-yl)-(4-methylpyridin-2-yl)amine (1.00 g, 3.79 mmol), 5-acetylthiophene-2-boronic acid (644 mg, 3.79 mmol), tetrakis triphenylphosphine palladium (440 mg, 0.38 mmol), sodium hydrogen carbonate (480 mg, 5.68 mmol) in dimethoxyethane-water (12 ml) was heated and stirred in an Ar stream at 130° C. for 12 hours. Water was added to the reaction solution and extracted with ethyl acetate. After the organic layer was washed with a saturated brine and dried over anhydrous... As a reaction SMILES: Br[C:2]1[N:7]=[C:6]([NH:8][C:9]2[CH:14]=[C:13]([CH3:15])[CH:12]=[CH:11][N:10]=2)[CH:5]=[CH:4][CH:3]=1.[C:16]([C:19]1[S:23][C:22](B(O)O)=[CH:21][CH:20]=1)(=[O:18])[CH3:17].C(=O)([O-])O.[Na+].O>C(COC)OC.O>[CH3:15][C:13]1[CH:12]=[CH:11][N:10]=[C:9]([NH:8][C:6]2[N:7]=[C:2]([C:22]3[S:23][C:19]([C:16](=[O:18])[CH3:17])=[CH:20][CH:21]=3)[CH:3]=[CH:4][CH:5]=2)[CH:14]=1 |f:2.3,5.6|. The reactants are ClCC1OC1 ((±)-2-(chloromethyl)oxirane), C([O-])(O)=O.[Na+] (sodium bicarbonate), C(C1=CC=CC=C1)N (benzylamine). Product: C(C1=CC=CC=C1)N1CC(C1)O (1-benzyl-3-azetidinol). Reaction SMILES: Cl[CH2:2][CH:3]1[CH2:5][O:4]1.C(=O)(O)[O-].[Na+].[CH2:11]([NH2:18])[C:12]1[CH:17]=[CH:16][CH:15]=[CH:14][CH:13]=1>>[CH2:11]([N:18]1[CH2:5][CH:3]([OH:4])[CH2:2]1)[C:12]1[CH:17]=[CH:16][CH:15]=[CH:14][CH:13]=1 |f:1.2|. Reported procedure: reacting (±)-2-(chloromethyl)oxirane, sodium bicarbonate and benzylamine to provide 1-benzyl-3-azetidinol, reacting the 1-benzyl-3-azetidinol and (2E/Z)-2-butenedioic acid at about 35° C. to about 45° C., and isolating 1-benzyl-3-azetidinol (2E/Z)-2-butenedioate;